Dataset: the Open Reaction Database (ORD), a public repository of structured organic reaction records. Task: describe an organic reaction: reactants, conditions, products, and yield The reactants are C([O-])([O-])=O.[K+].[K+] (Potassium carbonate), N1=NC=C(C=C1)C1=C(C=CC(=C1)OC(F)(F)F)O (2-Pyridazin-4-yl-4-(trifluoromethoxy)phenol), C(C)(C)(C)OC(N(C=1N=CSC1)S(=O)(=O)C1=C(C=C(C(=C1)Cl)F)F)=O (tert-butyl[(5-chloro-2,4-difluorophenyl)sulfonyl]1,3-thiazol-4-ylcarbamate). Solvent: O (water), CS(=O)C (dimethylsulfoxide). Procedure details: 2-Pyridazin-4-yl-4-(trifluoromethoxy)phenol (Preparation 30, 88 mg, 0.34 mmol) was dissolved in dimethylsulfoxide (4 mL). Potassium carbonate (90 mg, 0.65 mmol) was added, followed by tert-butyl[(5-chloro-2,4-difluorophenyl)sulfonyl]1,3-thiazol-4-ylcarbamate (Preparation 4, 141 mg, 0.34 mmol). The reaction mixture was stirred for 18 hours at ambient temperature then diluted with water and extracted with ethyl ether (×3). The combined organic phase was concentrated in vacuo and purified by silica... As a reaction SMILES: [N:1]1[CH:6]=[CH:5][C:4]([C:7]2[CH:12]=[C:11]([O:13][C:14]([F:17])([F:16])[F:15])[CH:10]=[CH:9][C:8]=2[OH:18])=[CH:3][N:2]=1.[C:19](=O)([O-:21])[O-:20].[K+].[K+].C(OC(=O)[N:31]([S:37]([C:40]1[CH:45]=[C:44]([Cl:46])[C:43](F)=[CH:42][C:41]=1[F:48])(=[O:39])=[O:38])[C:32]1[N:33]=[CH:34][S:35][CH:36]=1)(C)(C)C>CS(C)=O.O>[F:17][C:14]([F:15])([F:16])[C:19]([OH:21])=[O:20].[Cl:46][C:44]1[C:43]([O:18][C:8]2[CH:9]=[CH:10][C:11]([O:13][C:14]([F:16])([F:17])[F:15])=[CH:12][C:7]=2[C:4]2[CH:5]=[CH:6][N:1]=[N:2][CH:3]=2)=[CH:42][C:41]([F:48])=[C:40]([S:37]([NH:31][C:32]2[N:33]=[CH:34][S:35][CH:36]=2)(=[O:38])=[O:39])[CH:45]=1 |f:1.2.3,7.8|. Yield: 118.4%. Conditions: time 18 hour. The product is FC(C(=O)O)(F)F.ClC=1C(=CC(=C(C1)S(=O)(=O)NC=1N=CSC1)F)OC1=C(C=C(C=C1)OC(F)(F)F)C1=CN=NC=C1 (5-Chloro-2-fluoro-4-[2-pyridazin-4-yl-4-(trifluoromethoxy)phenoxy]-N-1,3-thiazol-4-ylbenzenesulfonamide trifluoroacetate). Reactants: OC1=C(C=C(C=C1[N+](=O)[O-])C)[N+](=O)[O-] (4-hydroxy-3,5-dinitrotoluene), P(=O)(Cl)(Cl)Cl (phosphorus oxychloride), CCN(CC)C=1C=CC=CC1 (diethylaniline), C([O-])([O-])=O.[Ca+2] (calcium carbonate). Conditions: temperature 90 celsius. The product is ClC1=C(C=C(C=C1[N+](=O)[O-])C)[N+](=O)[O-] (4-chloro-3,5-dinitrotoluene). As a reaction SMILES: O[C:2]1[C:7]([N+:8]([O-:10])=[O:9])=[CH:6][C:5]([CH3:11])=[CH:4][C:3]=1[N+:12]([O-:14])=[O:13].P(Cl)(Cl)([Cl:17])=O.CCN(C1C=CC=CC=1)CC.C(=O)([O-])[O-].[Ca+2]>>[Cl:17][C:2]1[C:7]([N+:8]([O-:10])=[O:9])=[CH:6][C:5]([CH3:11])=[CH:4][C:3]=1[N+:12]([O-:14])=[O:13] |f:3.4|. Reported procedure: About 100 parts (0.43 mol) of 4-hydroxy-3,5-dinitrotoluene, about 750 parts by volume of phosphorus oxychloride and about 1250 parts by volume of diethylaniline which has been dried over calcium carbonate are heated together to about 90° C. for about 21/2 hours with stirring. The reaction mixture is poured onto ice and extracted with methylene chloride, and the methylene chloride is removed in a rotary evaporator. After recrystallization from ethanol, about 65 parts of 4-chloro-3,5-dinitrotoluen... The reactants are N1N=CC2=C1CCCCC2=O (5,6,7,8-tetrahydro-1H-cycloheptapyrazol-4-one), CN(C=CC=O)C (3-(dimethylamino)-acrolein), N1CCCCC1 (piperidine), NH4OAc, C(Cl)Cl (CH2Cl2), C(=O)C=C (acrolein), NH4OAc, C(Cl)Cl (CH2Cl2), Cl (HCl), [NH4+].[OH-] (NH4OH). Conditions: temperature 100 celsius. Yields the product C1=NNC=2CCCC3=C(C12)N=CC=C3 (3,4,5,6-tetrahydro-2,3,10-triaza-benzo[e]azulene). RXN SMILES: [NH:1]1[C:5]2[CH2:6][CH2:7][CH2:8][CH2:9][C:10](=O)[C:4]=2[CH:3]=[N:2]1.C[N:13](C)[CH:14]=[CH:15][CH:16]=O.N1CCCCC1.C(C=C)=O.Cl.C(Cl)Cl.[NH4+].[OH-]>>[CH:3]1[C:4]2[C:10]3[N:13]=[CH:14][CH:15]=[CH:16][C:9]=3[CH2:8][CH2:7][CH2:6][C:5]=2[NH:1][N:2]=1 |f:6.7|. Reported procedure: 1,3-cycloheptanedione (4.0 g) in 10 mL of dimethylformamide demethyl acetal is stirred at 90° C. for 90 minutes. The excess DMF/DMA is evaporated under vacuum; ether is added to the residue. The mixture is stirred at reflux and cooled. The solid is filtered to give 4.0 g of 2-dimethylaminomethylene-cycloheptane-1,3-dione as a brownish solid. 1H NMR (CDCl3): 1.80-1.90(m, 4H), 2.60(m, 4H), 2.80(s. 3H), 3.30 (s, 3H), 7.70 (s, s, 1H). LR-MS: MW 181.23, Found: 182.1 (M+1). Step 2: A solution of hydra... Starting materials: O=C([O-])[O-], CCOC(=O)C(C)Oc1cc(Cl)nc(SCc2cccc(F)c2F)n1, C1COCCO1, CN1C2CCC1CN(S(N)(=O)=O)CC2, CC(C)c1cc(C(C)C)c(-c2ccccc2P(C2CCCCC2)C2CCCCC2)c(C(C)C)c1, [Cs+], [Cs+], O=C(C=Cc1ccccc1)C=Cc1ccccc1, O=C(C=Cc1ccccc1)C=Cc1ccccc1, O=C(C=Cc1ccccc1)C=Cc1ccccc1, [Pd], [Pd]. The product is CCOC(=O)C(C)Oc1cc(NS(=O)(=O)N2CCC3CCC(C2)N3C)nc(SCc2cccc(F)c2F)n1. Reaction SMILES: [C:49](=[O:50])([O-:51])[O-:52].[CH2:55]([CH3:56])[O:57][C:58]([CH:59]([CH3:60])[O:61][c:62]1[n:63][c:64]([S:69][CH2:70][c:71]2[c:72]([F:78])[c:73]([F:77])[cH:74][cH:75][cH:76]2)[n:65][c:66]([Cl:68])[cH:67]1)=[O:79].[CH2:80]1[O:81][CH2:82][CH2:83][O:84][CH2:85]1.[CH3:1][N:2]1[CH:3]2[CH2:4][N:5]([S:11](=[O:12])(=[O:13])[NH2:14])[CH2:6][CH2:7][CH:8]1[CH2:9][CH2:10]2.[CH:15]1([P:16]([CH:17]2[CH2:18][CH2:19][CH2:20][CH2:21][CH2:22]2)[c:23]2[cH:24][cH:25][cH:26][cH:27][c:28]2-[c:29]2[c:30]([CH:31]([CH3:32])[CH3:33])[cH:34][c:35]([CH:36]([CH3:37])[CH3:38])[cH:39][c:40]2[CH:41]([CH3:42])[CH3:43])[CH2:44][CH2:45][CH2:46][CH2:47][CH2:48]1.[Cs+:53].[Cs+:54].[O:106]=[C:107]([CH:108]=[CH:109][c:110]1[cH:111][cH:112][cH:113][cH:114][cH:115]1)[CH:116]=[CH:117][c:118]1[cH:119][cH:120][cH:121][cH:122][cH:123]1.[O:124]=[C:125]([CH:126]=[CH:127][c:128]1[cH:129][cH:130][cH:131][cH:132][cH:133]1)[CH:134]=[CH:135][c:136]1[cH:137][cH:138][cH:139][cH:140][cH:141]1.[O:88]=[C:89]([CH:90]=[CH:91][c:92]1[cH:93][cH:94][cH:95][cH:96][cH:97]1)[CH:98]=[CH:99][c:100]1[cH:101][cH:102][cH:103][cH:104][cH:105]1.[Pd:86].[Pd:87]>>[CH3:1][N:2]1[CH:3]2[CH2:4][N:5]([S:11](=[O:12])(=[O:13])[NH:14][c:66]3[n:65][c:64]([S:69][CH2:70][c:71]4[c:72]([F:78])[c:73]([F:77])[cH:74][cH:75][cH:76]4)[n:63][c:62]([O:61][CH:59]([C:58]([O:57][CH2:55][CH3:56])=[O:79])[CH3:60])[cH:67]3)[CH2:6][CH2:7][CH:8]1[CH2:9][CH2:10]2. As a reaction SMILES: Br[C:2]1[C:3](C2C=CC=CC=2)=[N:4][NH:5][CH:6]=1.C1C=C[C:16](/[CH:19]=[CH:20]/[C:21](/[CH:23]=[CH:24]/[C:25]2[CH:30]=[CH:29][CH:28]=[CH:27][CH:26]=2)=O)=[CH:17][CH:18]=1.C1C=C[C:34](/[CH:37]=[CH:38]/[C:39](/[CH:41]=[CH:42]/[C:43]2[CH:48]=[CH:47][CH:46]=[CH:45][CH:44]=2)=[O:40])=CC=1.C1C=CC(/C=C/C(/C=C/C2C=CC=CC=2)=O)=CC=1.[Pd:67].[Pd].Cl.C1C=CC(P(C2C=CC=CC=2)C2C=CC=CC=2)=CC=1>C1COCC1>[CH2:2]([C:3]1[N:4]([C:48]2[CH:47]=[CH:46][CH:45]=[CH:44][C:43]=2[C:42]2[CH:34]=[CH:37][CH:38]=[C:39]([OH:40])[CH:41]=2)[N:5]=[C:24]([C:25]2[CH:26]=[CH:27][CH:28]=[CH:29][CH:30]=2)[C:23]=1[C:21]1[CH:18]=[CH:17][CH:16]=[CH:19][CH:20]=1)[CH3:6].[Pd:67] |f:1.2.3.4.5|. Reported procedure: The reaction of Example 1 (reaction scale: 71.5 kg, 177.29 mol of bromophenyl pyrazole) was conducted with 0.1 mole % of Pd2(dba)3. After the reaction was judged to be essentially complete, the reaction mixture was neutralized with 1N aq. HCl to a pH of 7.0 to 7.5. The crude solid was dissolved in THF (9 L/Kg of bromophenyl pyrazole starting material), and the mixture was stirred in the presence of PS-PPh3 resin (Fluka, 3.0 wt %) at ambient temperature. After stirring for 84.5 h, the resin was r... Reaction conditions: time 84.5 hour. Starting materials: Cl (HCl), C1=CC=C(C=C1)P(C2=CC=CC=C2)C3=CC=CC=C3 (PPh3), BrC=1C(=NNC1)C1=CC=CC=C1 (bromophenyl pyrazole), C=1C=CC(=CC1)/C=C/C(=O)/C=C/C2=CC=CC=C2.C=1C=CC(=CC1)/C=C/C(=O)/C=C/C2=CC=CC=C2.C=1C=CC(=CC1)/C=C/C(=O)/C=C/C2=CC=CC=C2.[Pd].[Pd] (Pd2(dba)3). Solvent: C1CCOC1 (THF). The product is C(C)C1=C(C(=NN1C1=C(C=CC=C1)C1=CC(=CC=C1)O)C1=CC=CC=C1)C1=CC=CC=C1 (2′-(5-ethyl-3,4-diphenyl-1H-pyrazol-1-yl)-[1,1′]-biphenyl-3-ol), [Pd] (palladium). Starting materials: N(N)C1=NC=CC=C1 (2-hydrazinopyridine), COCC(C)=O (methoxyaceton), ( 60-80 ). Run in C(C)O (ethanol). Yields the product COC1=C(NC2=NC=CC=C21)C (3-methoxy-2-methylpyrrolo[2,3-b]pyridine). Yield: 40.8%. Reaction SMILES: [NH:1]([C:3]1[CH:8]=[CH:7][CH:6]=[CH:5][N:4]=1)N.[CH3:9][O:10][CH2:11][C:12](=O)[CH3:13]>C(O)C>[CH3:9][O:10][C:11]1[C:8]2[C:3](=[N:4][CH:5]=[CH:6][CH:7]=2)[NH:1][C:12]=1[CH3:13]. Procedure: A solution of 7,4 g (68 mmol) 2-hydrazinopyridine and 6,0 g (68 mmol) methoxyaceton in 50 ml of ethanol was refluxed for 1 h. The solvent was removed under reduced pressure. The resulting oil was dissolved in diethylene glycol and refluxed for 1,5 h. The mixture was allowed to cool and was poured into ice-water. Extraction with methylene chloride gave an black oily residue which was treated with boiling petroleumether (60-80). After decanting the solvent was allowed to cool and the precipitated ... The reactants are CN1C(C=2C3=C(C=4NC5=CC=CC=C5C4C2C1)NC=1C(CC=CC13)=O)=O (6,7,12,13-tetrahydro-6-methyl-5,1-dioxo-5H-indolo[2,3-a]pyrrolo[3,4-c]carbazole), 3,4-bis-(indol-3-yl)-N-methyl-maleic acid imide, C(#N)C1=C(C(=O)C(=C(C1=O)Cl)Cl)C#N (DDQ), O.C1(=CC=C(C=C1)S(=O)(=O)O)C (p-toluenesulphonic acid hydrate). Solvent: C1(=CC=CC=C1)C (toluene). The product is CN1C(C=2C3=C(C=4NC5=CC=CC=C5C4C2C1=O)NC=1C=CC=CC13)=O (6,7,12,13-Tetrahydro-6-methyl-5,7-dioxo-5H-indolo[2,3-a]pyrrolo[3,4-c]carbazole). RXN SMILES: [CH3:1][N:2]1[CH2:17][C:16]2[C:15]3[C:14]4[C:9](=[CH:10][CH:11]=[CH:12][CH:13]=4)[NH:8][C:7]=3[C:6]3[NH:18][C:19]4[C:20](=O)[CH2:21][CH:22]=[CH:23][C:24]=4[C:5]=3[C:4]=2[C:3]1=[O:26].C(C1C(=O)C(Cl)=C(Cl)C(=[O:32])C=1C#N)#N.O.C1(C)C=CC(S(O)(=O)=O)=CC=1>C1(C)C=CC=CC=1>[CH3:1][N:2]1[C:3](=[O:26])[C:4]2[C:5]3[C:24]4[C:19](=[CH:20][CH:21]=[CH:22][CH:23]=4)[NH:18][C:6]=3[C:7]3[NH:8][C:9]4[CH:10]=[CH:11][CH:12]=[CH:13][C:14]=4[C:15]=3[C:16]=2[C:17]1=[O:32] |f:2.3|. Procedure details: 12-(2-carbamoylethyl)-6,7,12,13-tetrahydro-5,7-dioxo-5H-indolo[2,3-a]pyrrolo[3,4-c]carbazole is obtained in the form of dark yellow crystals which decompose from 310° C. The 12-(2-carboxyethyl)-6,7,12,13-tetrahydro-5,7-dioxoindolo[2,3-a]furano[3,4-c]carbazole used as starting material is prepared as follows: 980 mg (2.39 mmol) 12-(2-Carbamoylethyl)-6,7,12,13-tetrahydro-6-methyl-5,7-dioxo-5H-indolo[2,3-a]pyrrolo-[3,4-c]carbazole are heated under reflux for 1.5 hours in 200 ml 15% methanolic potas... Reactants: C(C)C1=C(OC=2C1=C(C=CC2)C(=O)O)C (Ethyl 2-methyl-benzofuran-4-carboxylic acid), [H-].[H-].[H-].[H-].[Li+].[Al+3] (LAH). Yields the product CC=1OC=2C(C1)=C(C=CC2)CO (2-Methyl-benzofuran-4-methanol). Yield: 77.4%. RXN SMILES: C([C:3]1[C:7]2=[C:8]([C:12](O)=[O:13])[CH:9]=[CH:10][CH:11]=[C:6]2[O:5][C:4]=1[CH3:15])C.[H-].[H-].[H-].[H-].[Li+].[Al+3]>>[CH3:15][C:4]1[O:5][C:6]2[C:7](=[C:8]([CH2:12][OH:13])[CH:9]=[CH:10][CH:11]=2)[CH:3]=1 |f:1.2.3.4.5.6|. Reported procedure: Ethyl 2-methyl-benzofuran-4-carboxylic acid (5.11 g, 26.6 mmol) was reduced with LAH (2 g, 53 mmol) similar to the above procedures to give the product as a clear oil (3.34 g, 78%). Starting materials: COC(COC1=CC(=C(C=C1)Cl)N)=O ((3-amino-4-chlorophenoxy)acetic acid methyl ester), COC(C(C(CC)=O)CC1=CC=C(C=C1)C(=O)N1CCCC1)=O (3-oxo-2-[4-(pyrrolidine-1-carbonyl)benzyl]pentanoic acid methyl ester), polyphosphoric acid, O1CCOCC1 (dioxane). Solvent: O (water). Conditions: temperature 120 celsius. The product is COC(COC1=C2C(C(=C(NC2=C(C=C1)Cl)CC)CC1=CC=C(C=C1)C(=O)N1CCCC1)=O)=O ({8-chloro-2-ethyl-4-oxo-3-[4-(pyrrolidine-1-carbonyl)benzyl]-1,4-dihydroquinolin-5-yloxy}acetic Acid Methyl Ester). As a reaction SMILES: [CH3:1][O:2][C:3](=[O:14])[CH2:4][O:5][C:6]1[CH:11]=[CH:10][C:9]([Cl:12])=[C:8]([NH2:13])[CH:7]=1.C[O:16][C:17](=O)[CH:18]([CH2:23][C:24]1[CH:29]=[CH:28][C:27]([C:30]([N:32]2[CH2:36][CH2:35][CH2:34][CH2:33]2)=[O:31])=[CH:26][CH:25]=1)[C:19](=O)[CH2:20][CH3:21].O1CCOCC1>O>[CH3:1][O:2][C:3](=[O:14])[CH2:4][O:5][C:6]1[CH:11]=[CH:10][C:9]([Cl:12])=[C:8]2[C:7]=1[C:17](=[O:16])[C:18]([CH2:23][C:24]1[CH:29]=[CH:28][C:27]([C:30]([N:32]3[CH2:33][CH2:34][CH2:35][CH2:36]3)=[O:31])=[CH:26][CH:25]=1)=[C:19]([CH2:20][CH3:21])[NH:13]2. Procedure: A mixture of (3-amino-4-chlorophenoxy)acetic acid methyl ester (1.0 g), 3-oxo-2-[4-(pyrrolidine-1-carbonyl)benzyl]pentanoic acid methyl ester (1.9 g), polyphosphoric acid (6.0 g) and dioxane (20 mL) was heated at 120° C. for 18 hours. The mixture was cooled to room temperature, diluted with water and extracted with ethyl acetate. The combined extracts were dried over magnesium sulfate and the solvent removed under reduced pressure. The residue was purified by column chromatography on silica gel,...